Dataset: the Open Reaction Database (ORD), a public repository of structured organic reaction records. Task: describe an organic reaction: reactants, conditions, products, and yield The reactants are FC(C(F)(F)F)(F)P(OCC)(=O)C(C(F)(F)F)(F)F (Ethyl bis(pentafluoroethyl)phosphinate), C(CCC)P(CCCC)CCCC (tributylphosphine). Run in CCCCCC (n-hexane). Run at temperature 0 celsius, time 1 hour. Product: FC(C(F)(F)F)(F)P([O-])(=O)C(C(F)(F)F)(F)F.C(CCC)[P+](CC)(CCCC)CCCC (Tributylethylphosphonium bis(pentafluoroethyl)phosphinate), [(C4H9)3PC2H5][(C2F5)2P(O)O]. The yield is 89.0%. RXN SMILES: [F:1][C:2]([P:8]([C:13]([F:19])([F:18])[C:14]([F:17])([F:16])[F:15])(=[O:12])[O:9]CC)([F:7])[C:3]([F:6])([F:5])[F:4].[CH2:20]([P:24]([CH2:29][CH2:30][CH2:31][CH3:32])[CH2:25][CH2:26][CH2:27][CH3:28])[CH2:21][CH2:22][CH3:23]>CCCCCC>[F:7][C:2]([P:8]([C:13]([F:18])([F:19])[C:14]([F:17])([F:16])[F:15])(=[O:9])[O-:12])([F:1])[C:3]([F:6])([F:5])[F:4].[CH2:29]([P+:24]([CH2:20][CH2:21][CH2:22][CH3:23])([CH2:25][CH2:26][CH2:27][CH3:28])[CH2:2][CH3:3])[CH2:30][CH2:31][CH3:32] |f:3.4|. Procedure: Ethyl bis(pentafluoroethyl)phosphinate (1.538 g; 4.7 mmol) is added to cooled (0° C.) tributylphosphine (0.953 g; 4.7 mmol) in a 25 ml glass flask. The reaction mixture is stirred at 0° C. for 1 h, with initially a two-phase system and later the formation of a solid being observed. The reaction mixture is diluted with 10 ml of n-hexane, warmed and stirred at room temperature for 5.5 h. The readily volatile constituents are removed in vacuo (10−3 mbar) at 35° C. Tributylethylphosphonium bis(penta... Starting materials: F[C@@H]1CO[C@@H](CC[C@H]1NC(OC(C)(C)C)=O)C1=C(C=NN1C)[N+](=O)[O-] (tert-butyl ((3S,4R,7S)-3-fluoro-7-(1-methyl-4-nitro-1H-pyrazol-5-yl)oxepan-4-yl)carbamate), F[C@@H]1CO[C@@H](CC[C@H]1NC(OC(C)(C)C)=O)C1=C(C=NN1C)[N+](=O)[O-] (tert-butyl ((3S,4R,7S)-3-fluoro-7-(1-methyl-4-nitro-1H-pyrazol-5-yl)oxepan-4-yl)carbamate), FC1=C(C(=CC=C1)F)C1=C(C=CC(=N1)C(=O)O)F (6-(2,6-difluorophenyl)-5-fluoropicolinic acid). Product: N[C@@H]1CC[C@H](OC[C@H]1F)C1=C(C=NN1C)NC(C1=NC(=C(C=C1)F)C1=C(C=CC=C1F)F)=O (N-(5-((2S,5R,6S)-5-amino-6-fluorooxepan-2-yl)-1-methyl-1H-pyrazol-4-yl)-6-(2,6-difluorophenyl)-5-fluoropicolinamide). Reaction SMILES: [F:1][C@H:2]1[C@H:8]([NH:9]C(=O)OC(C)(C)C)[CH2:7][CH2:6][C@@H:5]([C:17]2[N:21]([CH3:22])[N:20]=[CH:19][C:18]=2[N+:23]([O-])=O)[O:4][CH2:3]1.[F:26][C:27]1[CH:32]=[CH:31][CH:30]=[C:29]([F:33])[C:28]=1[C:34]1[N:39]=[C:38]([C:40](O)=[O:41])[CH:37]=[CH:36][C:35]=1[F:43]>>[NH2:9][C@H:8]1[C@H:2]([F:1])[CH2:3][O:4][C@H:5]([C:17]2[N:21]([CH3:22])[N:20]=[CH:19][C:18]=2[NH:23][C:40](=[O:41])[C:38]2[CH:37]=[CH:36][C:35]([F:43])=[C:34]([C:28]3[C:27]([F:26])=[CH:32][CH:31]=[CH:30][C:29]=3[F:33])[N:39]=2)[CH2:6][CH2:7]1. Procedure details: Following the procedure for Example 111 starting from tert-butyl ((3S,4R,7S)-3-fluoro-7-(1-methyl-4-nitro-1H-pyrazol-5-yl)oxepan-4-yl)carbamate (Intermediate 80), and replacing 5-((tert-butoxycarbonyl)amino)-2-(2,6-difluorophenyl)thiazole-4-carboxylic acid with 6-(2,6-difluorophenyl)-5-fluoropicolinic acid (see US2012/225061) gave 195. 1H NMR (400 MHz, DMSO-d6) δ 10.20 (s, 1H), 8.30 (dd, J=8.7, 4.0 Hz, 1H), 8.15 (t, J=8.9 Hz, 1H), 7.91 (s, 1H), 7.72-7.59 (m, 1H), 7.30 (t, J=8.4 Hz, 2H), 4.86-4.7... Starting materials: BrC=1N=CC(=NC1)NC(=O)C=1C=NN(C1C)C1=NC=C(C=C1)C(F)(F)F (N-(5-bromopyrazin-2-yl)-5-methyl-1-[5-(trifluoromethyl)pyridin-2-yl]-1H-pyrazole-4-carboxamide), CC1(OB(OC1(C)C)C1=CCC(CC1)N1CCOCC1)C (4-[4-(4,4,5,5-tetramethyl[1,3,2] dioxaborolan-2-yl)cyclohex-3-en-1-yl]morpholin), tetrakis(trophenylphosphine)palladium (0), C([O-])([O-])=O.[Na+].[Na+] (sodium carbonate), CN(C=O)C (N,N-dimethylformamide). Reagents/catalysts: C1([P]([Pd][P](C2=CC=CC=C2)(C3=CC=CC=C3)C4=CC=CC=C4)(C5=CC=CC=C5)C6=CC=CC=C6)=CC=CC=C1 (bis(triphenylphosphine)palladium). Solvent: O (water), O1CCOCC1 (1,4-dioxane). Reaction conditions: temperature 90 celsius, time 4 hour. Product: CC1=C(C=NN1C1=NC=C(C=C1)C(F)(F)F)C(=O)NC1=NC=C(N=C1)C1=CCC(CC1)N1CCOCC1 (5-Methyl-N-{5-[4-(morpholin-4-yl)cyclohex-1-en-1-yl]pyrazin-2-yl}-1-[5-(trifluoromethyl)-pyridin-2-yl]-1H-pyrazole-4-carboxamide). The yield is 44.1%. As a reaction SMILES: Br[C:2]1[N:3]=[CH:4][C:5]([NH:8][C:9]([C:11]2[CH:12]=[N:13][N:14]([C:17]3[CH:22]=[CH:21][C:20]([C:23]([F:26])([F:25])[F:24])=[CH:19][N:18]=3)[C:15]=2[CH3:16])=[O:10])=[N:6][CH:7]=1.CC1(C)C(C)(C)OB([C:35]2[CH2:40][CH2:39][CH:38]([N:41]3[CH2:46][CH2:45][O:44][CH2:43][CH2:42]3)[CH2:37][CH:36]=2)O1.C(=O)([O-])[O-].[Na+].[Na+].CN(C)C=O>O1CCOCC1.C1(C=CC=CC=1)[P](C1C=CC=CC=1)(C1C=CC=CC=1)[Pd][P](C1C=CC=CC=1)(C1C=CC=CC=1)C1C=CC=CC=1.O>[CH3:16][C:15]1[N:14]([C:17]2[CH:22]=[CH:21][C:20]([C:23]([F:26])([F:25])[F:24])=[CH:19][N:18]=2)[N:13]=[CH:12][C:11]=1[C:9]([NH:8][C:5]1[CH:4]=[N:3][C:2]([C:35]2[CH2:40][CH2:39][CH:38]([N:41]3[CH2:42][CH2:43][O:44][CH2:45][CH2:46]3)[CH2:37][CH:36]=2)=[CH:7][N:6]=1)=[O:10] |f:2.3.4,^1:70,84|. Procedure: A mixture of N-(5-bromopyrazin-2-yl)-5-methyl-1-[5-(trifluoromethyl)pyridin-2-yl]-1H-pyrazole-4-carboxamide (300 mg), 4-[4-(4,4,5,5-tetramethyl[1,3,2] dioxaborolan-2-yl)cyclohex-3-en-1-yl]morpholin (185 mg), tetrakis(trophenylphosphine)palladium (0) (81 mg) and sodium carbonate (186 mg) in 1,4-dioxane (7.0 ml) was stirred at 90° C. for four hours. Then, N,N-dimethylformamide (7.0 ml) and bis(diphenylphosphine)ferrocenepalladium (II) dichloride dichloromethane adduct (57 mg) were added at room te... Starting materials: CC1CCC(C(C1)O)C(C)C (dl-menthol), CC(C)([O-])C.[K+] (potassium tert.-butoxide), FC1=CC=C(C=C1)[N+](=O)[O-] (1-fluoro-4-nitrobenzene). The solvent is C(C)(=O)OCC (ethyl acetate), C(C)(C)(C)O (tert.-butanol). The product is C1(CC(C(CC1)C(C)C)OC1=CC=CC=C1)C (menthyloxybenzene). RXN SMILES: [CH3:1][CH:2]1[CH2:7][CH:6]([OH:8])[CH:5]([CH:9]([CH3:11])[CH3:10])[CH2:4][CH2:3]1.CC(C)([O-])C.[K+].F[C:19]1[CH:24]=[CH:23][C:22]([N+]([O-])=O)=[CH:21][CH:20]=1>C(OCC)(=O)C.C(O)(C)(C)C>[CH:2]1([CH3:1])[CH2:3][CH2:4][CH:5]([CH:9]([CH3:11])[CH3:10])[CH:6]([O:8][C:19]2[CH:24]=[CH:23][CH:22]=[CH:21][CH:20]=2)[CH2:7]1 |f:1.2|. Reported procedure: 1.9 g of 2,6-difluorobenzoylisocyanate were added to a solution of 2.47 g of 4-dl-menthyloxy-aniline in a mixture of 15 ml of diethyl ether and 15 ml of petroleum ether (60-80) while stirring at room temperature. After adding 35 ml of petroleum ether (60-80), stirring was continued for another hour, after which the formed prepcipitate was sucked off, washed with petroleum ether and dried. The desired product was obtained in a yield of 4.1 g; melting-point 189°-190° C. The starting aniline was ob...